From a dataset of the Open Reaction Database (ORD), a public repository of structured organic reaction records. describe an organic reaction: reactants, conditions, products, and yield Reactants: BrC1C(C2=CC=CC=C2C1)=O (2-bromo-1-indanone), C(C)O (ethanol), aqueous solution, [Na] (sodium), CS (methylmercaptan). Solvent: O (water), CCOCC (ether). Run at time 3 hour. Product: CSC1C(C2=CC=CC=C2C1)=O (2-(methylthio)-1-indanone). Yield: 38.0%. RXN SMILES: Br[CH:2]1[CH2:10][C:9]2[C:4](=[CH:5][CH:6]=[CH:7][CH:8]=2)[C:3]1=[O:11].C(O)C.[Na].[CH3:16][SH:17]>CCOCC.O>[CH3:16][S:17][CH:2]1[CH2:10][C:9]2[C:4](=[CH:5][CH:6]=[CH:7][CH:8]=2)[C:3]1=[O:11] |^1:14|. Procedure details: After 10 g of 2-bromo-1-indanone was dissolved into 50 ml of ethanol, 25 ml of a 15% aqueous solution of a sodium salt of methylmercaptan was added dropwise thereto. After stirring for 3 hours at room temperature, the reaction mixture was poured into 300 ml of cold water. After 200 ml of ether was added thereto for extracting an organic phase, the ether layer was sequentially washed with an aqueous sodium chloride solution and water. After the ether layer was dried with magnesium sulfate, the et... Reactants: C(CCCCC)(=O)O (hexanoic acid), C(C)#N (acetonitrile), CSCCl (chloromethyl methyl sulfide). The solvent is C(C)N(CC)CC (triethylamine). Run at time 60 minute. Product: C(CCCCC)(=O)OCSC (Methylthiomethyl Hexanoate). Reaction SMILES: [C:1]([OH:8])(=[O:7])[CH2:2][CH2:3][CH2:4][CH2:5][CH3:6].C(#N)C.[CH3:12][S:13][CH2:14]Cl>C(N(CC)CC)C>[C:1]([O:8][CH2:12][S:13][CH3:14])(=[O:7])[CH2:2][CH2:3][CH2:4][CH2:5][CH3:6]. Procedure: In a three-necked 1000 ml. round-bottomed flask fitted with a mechanical stirrer, thermometer and reflux condenser is placed 63.8 g. of hexanoic acid in 200 ml. of acetonitrile. To the stirred mixture is added, at 20°-30° C., 55 g. of triethylamine over a period of 30 minutes. The reaction mixture is stirred at room temperature for an additional 60 minutes. Then is added, at 20°-24° C., 53 g. of chloromethyl methyl sulfide in a few minutes. The reaction mixture is warmed and allowed to reflux fo... As a reaction SMILES: [F:1][C:2]1[CH:7]=[CH:6][C:5]([F:8])=[CH:4][C:3]=1[OH:9].Br[CH2:11][C:12]#[N:13]>>[F:1][C:2]1[CH:7]=[CH:6][C:5]([F:8])=[CH:4][C:3]=1[O:9][CH2:11][C:12]#[N:13]. Product: FC1=C(OCC#N)C=C(C=C1)F ((2,5-Difluorophenoxy)acetonitrile). Procedure: Analogously to Method F, 2.0 g of 2,5-difluorophenol and 2.1 ml of bromoacetonitrile are reacted. The title compound is obtained as a slightly yellowish oil. Rf=0.52 (1:2 EtOAc-heptane); Rt=3.86. Starting materials: FC1=C(C=C(C=C1)F)O (2,5-difluorophenol), BrCC#N (bromoacetonitrile). Reactants: [Cl-].[Al+3].[Cl-].[Cl-] (aluminum chloride), O1C(=O)CCC2=CC=CC=C12 (dihydrocumarin), O1C(=O)CCC2=CC=CC=C12 (dihydrocumarin). Product: OC1=C2CCC(C2=CC=C1)=O (4-Hydroxy-1-indanone). As a reaction SMILES: [Cl-].[Al+3].[Cl-].[Cl-].[O:5]1[C:15]2[C:10](=[CH:11][CH:12]=[CH:13][CH:14]=2)[CH2:9][CH2:8][C:6]1=[O:7]>>[OH:5][C:15]1[CH:14]=[CH:13][CH:12]=[C:11]2[C:10]=1[CH2:9][CH2:8][C:6]2=[O:7] |f:0.1.2.3|. Procedure details: 4-Hydroxy-1-indanone (76) was synthesized by aluminum chloride induced re-cyclization of dihydrocumarin (75), according to Org. Lett., 2007, 9(15), p. 2915-2918. The reaction was performed on 100 g of (75) to furnish (76) with 85% yield. Reactants: COC=1C=C(CCl)C=C(C1OC)OC (3,4,5-trimethoxybenzyl chloride), C(C)OC1=C(C=CC=C1)N1CCNCC1 (N-(2-ethyoxyphenyl)-piperazine), C(=O)([O-])[O-].[K+].[K+] (K2CO3). Product: Cl.Cl.COC=1C=C(CN2CCN(CC2)C2=C(C=CC=C2)OCC)C=C(C1OC)OC (N-(3,4,5-trimethoxy-benzyl)-N'-(2-ethoxyphenyl)-piperazine dihydrochloride). Isolated yield 81.8%. As a reaction SMILES: [CH3:1][O:2][C:3]1[CH:4]=[C:5]([CH:8]=[C:9]([O:13][CH3:14])[C:10]=1[O:11][CH3:12])[CH2:6][Cl:7].[CH2:15]([O:17][C:18]1[CH:23]=[CH:22][CH:21]=[CH:20][C:19]=1[N:24]1[CH2:29][CH2:28][NH:27][CH2:26][CH2:25]1)[CH3:16].C([O-])([O-])=O.[K+].[K+]>>[ClH:7].[ClH:7].[CH3:1][O:2][C:3]1[CH:4]=[C:5]([CH:8]=[C:9]([O:13][CH3:14])[C:10]=1[O:11][CH3:12])[CH2:6][N:27]1[CH2:26][CH2:25][N:24]([C:19]2[CH:20]=[CH:21][CH:22]=[CH:23][C:18]=2[O:17][CH2:15][CH3:16])[CH2:29][CH2:28]1 |f:2.3.4,5.6.7|. Reported procedure: 8.3 g of 3,4,5-trimethoxybenzyl chloride and 4.1 g of N-(2-ethyoxyphenyl)-piperazine and 3.5 g of K2CO3 are reacted and processed according to example 2. 7.2 g of N-(3,4,5-trimethoxy-benzyl)-N'-(2-ethoxyphenyl)-piperazine dihydrochloride is obtained. The reactants are CC(=O)O[BH-](OC(C)=O)OC(C)=O, O=C([O-])O, CC(=O)O, Cc1ccc(NC2CCNCC2)nc1, [Na+], [Na+], COC(=O)C1(CC=O)CCCCC1, C1CCOC1. The product is COC(=O)C1(CCN2CCC(Nc3ccc(C)cn3)CC2)CCCCC1. RXN SMILES: [C:28]([O:29][BH-:30]([O:31][C:32](=[O:33])[CH3:34])[O:35][C:36](=[O:37])[CH3:38])(=[O:39])[CH3:40].[C:42](=[O:43])([OH:44])[O-:45].[CH3:52][C:53](=[O:54])[OH:55].[NH:1]1[CH2:2][CH2:3][CH:4]([NH:7][c:8]2[n:9][cH:10][c:11]([CH3:14])[cH:12][cH:13]2)[CH2:5][CH2:6]1.[Na+:41].[Na+:46].[O:15]=[CH:16][CH2:17][C:18]1([C:24](=[O:25])[O:26][CH3:27])[CH2:19][CH2:20][CH2:21][CH2:22][CH2:23]1.[O:47]1[CH2:48][CH2:49][CH2:50][CH2:51]1>>[N:1]1([CH2:16][CH2:17][C:18]2([C:24](=[O:25])[O:26][CH3:27])[CH2:19][CH2:20][CH2:21][CH2:22][CH2:23]2)[CH2:2][CH2:3][CH:4]([NH:7][c:8]2[n:9][cH:10][c:11]([CH3:14])[cH:12][cH:13]2)[CH2:5][CH2:6]1.